From a dataset of the Open Reaction Database (ORD), a public repository of structured organic reaction records. describe an organic reaction: reactants, conditions, products, and yield Reactants: CCOCC, CC(=O)OC(C)=O, NC1CCNCC1. The product is CC(=O)[O-], CC(=O)NC1CC[NH2+]CC1. RXN SMILES: [CH3:15][CH2:16][O:17][CH2:18][CH3:19].[CH3:8][C:9](=[O:10])[O:11][C:12]([CH3:13])=[O:14].[NH2:1][CH:2]1[CH2:3][CH2:4][NH:5][CH2:6][CH2:7]1>>[CH3:8][C:9](=[O:10])[O-:11].[NH:1]([CH:2]1[CH2:3][CH2:4][NH2+:5][CH2:6][CH2:7]1)[C:12]([CH3:13])=[O:14].